This data is from the Open Reaction Database (ORD), a public repository of structured organic reaction records. The task is: describe an organic reaction: reactants, conditions, products, and yield Reactants: N#Cc1ccccc1-c1ccc(CBr)cc1, O=C([O-])[O-], CCCc1nc(CC)cc(=O)[nH]1, CC#N, [K+], [K+]. Product: CCCc1nc(CC)cc(=O)n1Cc1ccc(-c2ccccc2C#N)cc1. RXN SMILES: [Br:13][CH2:14][c:15]1[cH:16][cH:17][c:18](-[c:21]2[c:22]([C:27]#[N:28])[cH:23][cH:24][cH:25][cH:26]2)[cH:19][cH:20]1.[C:29](=[O:30])([O-:31])[O-:32].[CH2:1]([CH3:2])[c:3]1[cH:4][c:5](=[O:12])[nH:6][c:7]([CH2:9][CH2:10][CH3:11])[n:8]1.[CH3:35][C:36]#[N:37].[K+:33].[K+:34]>>[CH2:1]([CH3:2])[c:3]1[cH:4][c:5](=[O:12])[n:6]([CH2:14][c:15]2[cH:16][cH:17][c:18](-[c:21]3[c:22]([C:27]#[N:28])[cH:23][cH:24][cH:25][cH:26]3)[cH:19][cH:20]2)[c:7]([CH2:9][CH2:10][CH3:11])[n:8]1.